Task: describe an organic reaction: reactants, conditions, products, and yield. Dataset: the Open Reaction Database (ORD), a public repository of structured organic reaction records The reactants are CC(=O)O, ClCCCl, CNC, CCOC(C)=O, COc1ccc2c(C(=O)NCc3ccc(F)c(F)c3)c(C=O)n(Cc3ccccn3)c2c1. Yields the product COc1ccc2c(C(=O)NCc3ccc(F)c(F)c3)c(CN(C)C)n(Cc3ccccn3)c2c1. As a reaction SMILES: [C:36]([OH:37])(=[O:38])[CH3:39].[CH2:40]([Cl:41])[CH2:42][Cl:43].[CH3:33][NH:34][CH3:35].[CH3:44][CH2:45][O:46][C:47]([CH3:48])=[O:49].[F:1][c:2]1[cH:3][c:4]([CH2:5][NH:6][C:7](=[O:8])[c:9]2[c:10]([CH:27]=[O:28])[n:11]([CH2:20][c:21]3[n:22][cH:23][cH:24][cH:25][cH:26]3)[c:12]3[cH:13][c:14]([O:18][CH3:19])[cH:15][cH:16][c:17]23)[cH:29][cH:30][c:31]1[F:32]>>[F:1][c:2]1[cH:3][c:4]([CH2:5][NH:6][C:7](=[O:8])[c:9]2[c:10]([CH2:27][N:34]([CH3:33])[CH3:35])[n:11]([CH2:20][c:21]3[n:22][cH:23][cH:24][cH:25][cH:26]3)[c:12]3[cH:13][c:14]([O:18][CH3:19])[cH:15][cH:16][c:17]23)[cH:29][cH:30][c:31]1[F:32]. Reactants: C1CCCCC1, CCCC[N+](CCCC)(CCCC)CCCC, CS(=O)(=O)O, CO, [Fe+2], O, O, O, O, O, O, O, O, OO, CC1(C)CC(O)CC(C)(C)N1O, O=S(=O)([O-])O, O=S(=O)([O-])[O-]. Yields the product CC1(C)CC(O)CC(C)(C)N1OC1CCCCC1. RXN SMILES: [CH2:20]1[CH2:21][CH2:22][CH2:23][CH2:24][CH2:25]1.[CH2:31]([N+:32]([CH2:33][CH2:34][CH2:35][CH3:36])([CH2:37][CH2:38][CH2:39][CH3:40])[CH2:41][CH2:42][CH2:43][CH3:44])[CH2:45][CH2:46][CH3:47].[CH3:15][S:16](=[O:17])(=[O:18])[OH:19].[CH3:62][OH:63].[Fe+2:61].[OH2:48].[OH2:49].[OH2:50].[OH2:51].[OH2:52].[OH2:53].[OH2:54].[OH2:55].[OH:1][OH:2].[OH:3][N:4]1[C:5]([CH3:13])([CH3:14])[CH2:6][CH:7]([OH:12])[CH2:8][C:9]1([CH3:10])[CH3:11].[S:26]([O-:27])([OH:28])(=[O:29])=[O:30].[S:56]([O-:57])([O-:58])(=[O:59])=[O:60]>>[O:3]([N:4]1[C:5]([CH3:13])([CH3:14])[CH2:6][CH:7]([OH:12])[CH2:8][C:9]1([CH3:10])[CH3:11])[CH:20]1[CH2:21][CH2:22][CH2:23][CH2:24][CH2:25]1. The reactants are O=C(OCC1c2ccccc2Oc2ccccc21)ON1C(=O)CCC1=O, NC(Cc1ccccc1)C(=O)O, [Na+], [Na+], O=C([O-])[O-], C1COCCO1, O. Yields the product O=C(NC(Cc1ccccc1)C(=O)O)OCC1c2ccccc2Oc2ccccc21. As a reaction SMILES: [C:19]([O:20][N:22]1[C:23](=[O:24])[CH2:25][CH2:26][C:27]1=[O:44])(=[O:21])[O:28][CH2:29][CH:30]1[c:31]2[cH:32][cH:33][cH:34][cH:35][c:36]2[O:37][c:38]2[cH:39][cH:40][cH:41][cH:42][c:43]21.[NH2:1][CH:2]([CH2:3][c:4]1[cH:5][cH:6][cH:7][cH:8][cH:9]1)[C:10]([OH:11])=[O:12].[Na+:13].[Na+:14].[O-:15][C:16](=[O:17])[O-:18].[O:46]1[CH2:47][CH2:48][O:49][CH2:50][CH2:51]1.[OH2:45]>>[NH:1]([CH:2]([CH2:3][c:4]1[cH:5][cH:6][cH:7][cH:8][cH:9]1)[C:10]([OH:11])=[O:12])[C:19](=[O:20])[O:28][CH2:29][CH:30]1[c:31]2[cH:32][cH:33][cH:34][cH:35][c:36]2[O:37][c:38]2[cH:39][cH:40][cH:41][cH:42][c:43]21.